Dataset: the Open Reaction Database (ORD), a public repository of structured organic reaction records. Task: describe an organic reaction: reactants, conditions, products, and yield The reactants are CC1=C(C=CC=C1)P(C1=C(C=CC=C1)C)C1=C(C=CC=C1)C (tris(2-methylphenyl)phosphine), COC(C(CC=C)NC(C1=C(C=CC=C1Cl)Cl)=O)=O (2-(2,6-dichlorobenzamido)pent-4-enoic acid methyl ester), IC1=CC=C(C=C1)N(C1=NC=CC=N1)C(C)C (N-(4-iodophenyl)-N-isopropylpyrimidin-2-amine), C([O-])([O-])=O.[K+].[K+] (potassium carbonate). Reagents/catalysts: C(C)(=O)[O-].[Pd+2].C(C)(=O)[O-] (palladium acetate). Run in CN(C)C=O (DMF), C(C)(=O)OCC (ethyl acetate). Reaction conditions: temperature 80 celsius, time 6 hour. Product: COC(C(C\C=C\C1=CC=C(C=C1)N(C1=NC=CC=N1)C(C)C)NC(C1=C(C=CC=C1Cl)Cl)=O)=O ((E)-2-(2,6-dichlorobenzamido)-5-[4-(isopropyl-pyrimidin-2-ylamino)phenyl]pent-4-enoic acid methyl ester). Yield: 66.9%. As a reaction SMILES: CC1C=CC=CC=1P(C1C=CC=CC=1C)C1C=CC=CC=1C.[CH3:23][O:24][C:25](=[O:41])[CH:26]([NH:30][C:31](=[O:40])[C:32]1[C:37]([Cl:38])=[CH:36][CH:35]=[CH:34][C:33]=1[Cl:39])[CH2:27][CH:28]=[CH2:29].I[C:43]1[CH:48]=[CH:47][C:46]([N:49]([CH:56]([CH3:58])[CH3:57])[C:50]2[N:55]=[CH:54][CH:53]=[CH:52][N:51]=2)=[CH:45][CH:44]=1.C(=O)([O-])[O-].[K+].[K+]>CN(C=O)C.C([O-])(=O)C.[Pd+2].C([O-])(=O)C.C(OCC)(=O)C>[CH3:23][O:24][C:25](=[O:41])[CH:26]([NH:30][C:31](=[O:40])[C:32]1[C:33]([Cl:39])=[CH:34][CH:35]=[CH:36][C:37]=1[Cl:38])[CH2:27]/[CH:28]=[CH:29]/[C:43]1[CH:48]=[CH:47][C:46]([N:49]([CH:56]([CH3:58])[CH3:57])[C:50]2[N:51]=[CH:52][CH:53]=[CH:54][N:55]=2)=[CH:45][CH:44]=1 |f:3.4.5,7.8.9|. Procedure: Under an argon atmosphere, palladium acetate (316.7 mg) and tris(2-methylphenyl)phosphine (411.8 mg) were added to a suspension of 2-(2,6-dichlorobenzamido)pent-4-enoic acid methyl ester (4.09 g), N-(4-iodophenyl)-N-isopropylpyrimidin-2-amine (4.59 g) and potassium carbonate (2.80 g) in DMF (50 ml), and the resulting mixture was stirred at 80° C. for 6 hours. After cooling the reaction solution to room temperature, ethyl acetate was added thereto and the resulting mixture was washed twice with w... Reactants: CSc1cn(C)c2cc(-c3ccccc3)sc2c1=O, ClCCl, O=C(OO)c1cccc(Cl)c1. Yields the product Cn1cc(S(C)=O)c(=O)c2sc(-c3ccccc3)cc21. Reaction SMILES: [CH3:12][n:13]1[c:14]2[c:15]([c:16](=[O:21])[c:17]([S:19][CH3:20])[cH:18]1)[s:22][c:23](-[c:25]1[cH:26][cH:27][cH:28][cH:29][cH:30]1)[cH:24]2.[Cl:31][CH2:32][Cl:33].[OH:1][O:2][C:3]([c:4]1[cH:5][c:6]([Cl:7])[cH:8][cH:9][cH:10]1)=[O:11]>>[O:1]=[S:19]([c:17]1[c:16](=[O:21])[c:15]2[c:14]([n:13]([CH3:12])[cH:18]1)[cH:24][c:23](-[c:25]1[cH:26][cH:27][cH:28][cH:29][cH:30]1)[s:22]2)[CH3:20]. The reactants are C(C)(C)(C)OC(C1=CN=C(C(=C1)CC)CC)=O (5,6-diethyl-nicotinic acid tert-butyl ester), Cl (HCl). The product is Cl.C(C)C=1C(=NC=C(C(=O)O)C1)CC (5,6-diethyl-nicotinic acid hydrochloride). RXN SMILES: C([O:5][C:6](=[O:17])[C:7]1[CH:12]=[C:11]([CH2:13][CH3:14])[C:10]([CH2:15][CH3:16])=[N:9][CH:8]=1)(C)(C)C.[ClH:18]>>[ClH:18].[CH2:13]([C:11]1[C:10]([CH2:15][CH3:16])=[N:9][CH:8]=[C:7]([CH:12]=1)[C:6]([OH:17])=[O:5])[CH3:14] |f:2.3|. Procedure: A solution of 5,6-diethyl-nicotinic acid tert-butyl ester (860 mg, 3.65 mmol) in 6 N aq. HCl (15 mL) is stirred at 65° C. for 3 h before the solvent is evaporated. The residue is dried under HV to give 5,6-diethyl-nicotinic acid hydrochloride (923 mg) as an oil; LC-MS: tR=0.50 min, [M+1]+=180.05. Reactants: ClCCl, O=C(OO)c1cccc(Cl)c1, Cl, Fc1ccc(SCc2ccccn2)cc1. The product is O=S(Cc1ccccn1)c1ccc(F)cc1. As a reaction SMILES: [CH2:28]([Cl:29])[Cl:30].[Cl:17][c:18]1[cH:19][c:20]([C:25](=[O:22])[O:26][OH:27])[cH:21][cH:23][cH:24]1.[ClH:16].[F:1][c:2]1[cH:3][cH:4][c:5]([S:8][CH2:9][c:10]2[n:11][cH:12][cH:13][cH:14][cH:15]2)[cH:6][cH:7]1>>[F:1][c:2]1[cH:3][cH:4][c:5]([S:8]([CH2:9][c:10]2[n:11][cH:12][cH:13][cH:14][cH:15]2)=[O:22])[cH:6][cH:7]1. Product: O=C(O)c1ccc(C2CC2)c(OCC2CC2)n1. Reaction SMILES: [Br:1][c:2]1[cH:3][cH:4][c:5]([C:13](=[O:14])[OH:15])[n:6][c:7]1[O:8][CH2:9][CH:10]1[CH2:11][CH2:12]1.[C:57]([O-:58])(=[O:59])[CH3:60].[C:61]([O-:62])(=[O:63])[CH3:64].[CH:16]1([B:19]([OH:20])[OH:21])[CH2:17][CH2:18]1.[CH:22]1([P:23]([CH:24]2[CH2:25][CH2:26][CH2:27][CH2:28][CH2:29]2)[CH:30]2[CH2:31][CH2:32][CH2:33][CH2:34][CH2:35]2)[CH2:36][CH2:37][CH2:38][CH2:39][CH2:40]1.[K+:46].[K+:47].[K+:48].[OH2:49].[P:41]([O-:42])([O-:43])([O-:44])=[O:45].[Pd+2:65].[c:50]1([CH3:51])[cH:52][cH:53][cH:54][cH:55][cH:56]1>>[c:2]1([CH:16]2[CH2:17][CH2:18]2)[cH:3][cH:4][c:5]([C:13](=[O:14])[OH:15])[n:6][c:7]1[O:8][CH2:9][CH:10]1[CH2:11][CH2:12]1. Reactants: O=C(O)c1ccc(Br)c(OCC2CC2)n1, CC(=O)[O-], CC(=O)[O-], OB(O)C1CC1, C1CCC(P(C2CCCCC2)C2CCCCC2)CC1, [K+], [K+], [K+], O, O=P([O-])([O-])[O-], [Pd+2], Cc1ccccc1.